Dataset: the Open Reaction Database (ORD), a public repository of structured organic reaction records. Task: describe an organic reaction: reactants, conditions, products, and yield As a reaction SMILES: COC(=O)C(O)=CC(=O)N(CC1C=CC(F)=CC=1)C.C=O.[Cl:22][C:23]1[CH:28]=[C:27]([Cl:29])[CH:26]=[CH:25][C:24]=1[CH2:30][CH2:31][NH2:32].[F:33][C:34]1[CH:52]=[CH:51][C:37]([CH2:38][N:39]([CH3:50])[C:40]([C:42]2[CH2:43]N(C)[C:45](=[O:48])[C:46]=2[OH:47])=[O:41])=[CH:36][CH:35]=1>>[F:33][C:34]1[CH:52]=[CH:51][C:37]([CH2:38][N:39]([CH3:50])[C:40]([C:42]2[CH2:43][N:32]([CH2:31][CH2:30][C:24]3[CH:25]=[CH:26][C:27]([Cl:29])=[CH:28][C:23]=3[Cl:22])[C:45](=[O:48])[C:46]=2[OH:47])=[O:41])=[CH:36][CH:35]=1. Starting materials: COC(C(=CC(N(C)CC1=CC=C(C=C1)F)=O)O)=O (3-[(4-Fluoro-benzyl)-methyl-carbamoyl]-2-hydroxy-acrylic acid methyl ester), C=O (paraformaldehyde), ClC1=C(C=CC(=C1)Cl)CCN (2-(2,4-dichloro-phenyl)-ethylamine), FC1=CC=C(CN(C(=O)C=2CN(C(C2O)=O)C)C)C=C1 (4-Hydroxy-1-methyl-5-oxo-2,5-dihydro-1H-pyrrole-3-carboxylic acid (4-fluoro-benzyl)-methyl amide). Procedure: 3-[(4-Fluoro-benzyl)-methyl-carbamoyl]-2-hydroxy-acrylic acid methyl ester (Compound 1-D) was treated with paraformaldehyde and 2-(2,4-dichloro-phenyl)-ethylamine as described in the preparation of Compound 1. 1H NMR (500 MHz, CDCl3) δ: 2.99 (s, 3), 3.03 (t, 2, J=7), 3.74 (t, J=7), 4.06 (s, 2), 4.60 (s, 2), 7.03–7.37 (overlapping m, 7). 13C NMR (125 MHz, CDCl3) δ: 31.76, 34.67, 42.95, 49.48, 51.61, 109.74, 115.76, 115.93, 127.53, 129.27, 129.32, 129.53, 131.63, 131.78, 131.80, 133.57, 134.14, 13... Product: FC1=CC=C(CN(C(=O)C=2CN(C(C2O)=O)CCC2=C(C=C(C=C2)Cl)Cl)C)C=C1 (1-[2-(2,4-Dichloro-phenyl)-ethyl]-4-hydroxy-5-oxo-2,5-dihydro-1H-pyrrole-3-carboxylic acid (4-fluoro-benzyl)-methyl-amide).